This data is from the Open Reaction Database (ORD), a public repository of structured organic reaction records. The task is: describe an organic reaction: reactants, conditions, products, and yield The reactants are CC1=C(C(=CC(=C1)N1CC2=CC=C(C=C2CC1)C(F)(F)F)C)NC(CC(C)(C)C)=O (N-[2,6-Dimethyl-4-(6-trifluoromethyl-3,4-dihydro-1H-isoquinolin-2-yl)-phenyl]-3,3-dimethyl-butyramide), COC=1C=CC(=CC1)P2(=S)SP(=S)(S2)C=3C=CC(=CC3)OC (Lawesson's reagent). Solvent: ClC(C)Cl (dichloroethane). Yields the product CC1=C(C(=CC(=C1)N1CC2=CC=C(C=C2CC1)C(F)(F)F)C)NC(CC(C)(C)C)=S (N-[2,6-Dimethyl-4-(6-trifluoromethyl-3,4-dihydro-1H-isoquinolin-2-yl)-phenyl]-3,3-dimethyl-thiobutanamide). As a reaction SMILES: [CH3:1][C:2]1[CH:7]=[C:6]([N:8]2[CH2:17][CH2:16][C:15]3[C:10](=[CH:11][CH:12]=[C:13]([C:18]([F:21])([F:20])[F:19])[CH:14]=3)[CH2:9]2)[CH:5]=[C:4]([CH3:22])[C:3]=1[NH:23][C:24](=O)[CH2:25][C:26]([CH3:29])([CH3:28])[CH3:27].COC1C=CC(P2(SP(C3C=CC(OC)=CC=3)(=S)S2)=[S:40])=CC=1>ClC(Cl)C>[CH3:1][C:2]1[CH:7]=[C:6]([N:8]2[CH2:17][CH2:16][C:15]3[C:10](=[CH:11][CH:12]=[C:13]([C:18]([F:21])([F:20])[F:19])[CH:14]=3)[CH2:9]2)[CH:5]=[C:4]([CH3:22])[C:3]=1[NH:23][C:24](=[S:40])[CH2:25][C:26]([CH3:29])([CH3:28])[CH3:27]. Reported procedure: To a solution of N-[2,6-Dimethyl-4-(6-trifluoromethyl-3,4-dihydro-1H-isoquinolin-2-yl)-phenyl]-3,3-dimethyl-butyramide (200 mg, 0.48 mmol) in dichloroethane (10 mL) was added Lawesson's reagent (193 mg, 0.48 mmol) and the reaction mixture was stirred at reflux for 2 h. The mixture was then cooled to room temperature and concentrate. Purification by preparative thin layer chromatography (dichloromethane 100%) afforded the desired compound as a solid.